From a dataset of the Open Reaction Database (ORD), a public repository of structured organic reaction records. describe an organic reaction: reactants, conditions, products, and yield Reported procedure: A mixture of 5-(dihydroxyboryl)-2-thiophene-carboxylic acid (1.0 g, 5.4 mmol), [2-bromo-5-(2-trimethylsilanyl-ethoxymethyl)-5H-pyrrolo[2,3-b]pyrazin-7-yl]-(1-methyl-cyclohexyl)-methanone (2.2 g, 4.9 mmol), potassium carbonate (2.0 g, 15 mmol), and Pd(dppf)Cl2.CH2Cl2 (0.400 g, 0.489 mmol) in 12 mL of 1,4-dioxane and 3 mL of water was stirred at 120° C. in a microwave for 40 min. The resulting red suspension was partitioned between 60 mL of ethyl acetate and 100 mL of water, and the aqueous layer ... Yields the product EtOAc hexanes, CC1(CCCCC1)C(=O)C1=CN(C2=NC=C(N=C21)C2=CC=C(S2)C(=O)O)COCC[Si](C)(C)C (5-[7-(1-methyl-cyclohexanecarbonyl)-5-(2-trimethylsilanyl-ethoxymethyl)-5H-pyrrolo[2,3-b]pyrazin-2-yl]-thiophene-2-carboxylic acid). RXN SMILES: OB(O)[C:3]1[S:7][C:6]([C:8]([OH:10])=[O:9])=[CH:5][CH:4]=1.Br[C:13]1[N:14]=[C:15]2[C:21]([C:22]([C:24]3([CH3:30])[CH2:29][CH2:28][CH2:27][CH2:26][CH2:25]3)=[O:23])=[CH:20][N:19]([CH2:31][O:32][CH2:33][CH2:34][Si:35]([CH3:38])([CH3:37])[CH3:36])[C:16]2=[N:17][CH:18]=1.C(=O)([O-])[O-].[K+].[K+].C(Cl)Cl>O1CCOCC1.O.C1C=CC(P(C2C=CC=CC=2)[C-]2C=CC=C2)=CC=1.C1C=CC(P(C2C=CC=CC=2)[C-]2C=CC=C2)=CC=1.Cl[Pd]Cl.[Fe+2]>[CH3:30][C:24]1([C:22]([C:21]2[C:15]3[C:16](=[N:17][CH:18]=[C:13]([C:3]4[S:7][C:6]([C:8]([OH:10])=[O:9])=[CH:5][CH:4]=4)[N:14]=3)[N:19]([CH2:31][O:32][CH2:33][CH2:34][Si:35]([CH3:36])([CH3:38])[CH3:37])[CH:20]=2)=[O:23])[CH2:25][CH2:26][CH2:27][CH2:28][CH2:29]1 |f:2.3.4,8.9.10.11|. The reactants are C(Cl)Cl (CH2Cl2), OB(C1=CC=C(S1)C(=O)O)O (5-(dihydroxyboryl)-2-thiophene-carboxylic acid), BrC=1N=C2C(=NC1)N(C=C2C(=O)C2(CCCCC2)C)COCC[Si](C)(C)C ([2-bromo-5-(2-trimethylsilanyl-ethoxymethyl)-5H-pyrrolo[2,3-b]pyrazin-7-yl]-(1-methyl-cyclohexyl)-methanone), C([O-])([O-])=O.[K+].[K+] (potassium carbonate). Reagents/catalysts: C1=CC=C(C=C1)P([C-]2C=CC=C2)C3=CC=CC=C3.C1=CC=C(C=C1)P([C-]2C=CC=C2)C3=CC=CC=C3.Cl[Pd]Cl.[Fe+2] (Pd(dppf)Cl2). The solvent is O1CCOCC1 (1,4-dioxane), O (water). The yield is 50.6%. Yields the product COC1CCN(Cc2ccc(I)cc2)CC1. Starting materials: CCO, COC1CCNCC1, ClCCl, BrCc1ccc(I)cc1. RXN SMILES: [CH2:18]([OH:19])[CH3:20].[CH3:10][O:11][CH:12]1[CH2:13][CH2:14][NH:15][CH2:16][CH2:17]1.[Cl:21][CH2:22][Cl:23].[I:1][c:2]1[cH:3][cH:4][c:5]([CH2:6][Br:7])[cH:8][cH:9]1>>[I:1][c:2]1[cH:3][cH:4][c:5]([CH2:6][N:15]2[CH2:14][CH2:13][CH:12]([O:11][CH3:10])[CH2:17][CH2:16]2)[cH:8][cH:9]1. Starting materials: C1(CC1)C(=O)Cl (cyclopropylcarbonyl chloride), ice, N1=CC=CC=2NCCC3N(C21)CCN(C3)C(=O)OC(C)(C)C (tert-butyl 6,7,7a,8,10,11-hexahydropyrazino[1,2-d]pyrido[3,2-b][1,4]diazepine-9 (5H)-carboxylate). The solvent is C(Cl)Cl (CH2Cl2). Run at time 45 minute. The product is C1(CC1)C(=O)N1C2=C(N3C(CC1)CN(CC3)C(=O)OC(C)(C)C)N=CC=C2 (tert-butyl 5-(cyclopropylcarbonyl)-6,7,7a,8,10,11-hexahydropyrazino[1,2-d]pyrido[3,2-b][1,4]diazepine-9(5H)-carboxylate). As a reaction SMILES: [CH:1]1([C:4](Cl)=[O:5])[CH2:3][CH2:2]1.[N:7]1[C:17]2[N:16]3[CH2:18][CH2:19][N:20]([C:22]([O:24][C:25]([CH3:28])([CH3:27])[CH3:26])=[O:23])[CH2:21][CH:15]3[CH2:14][CH2:13][NH:12][C:11]=2[CH:10]=[CH:9][CH:8]=1>C(Cl)Cl>[CH:1]1([C:4]([N:12]2[CH2:13][CH2:14][CH:15]3[CH2:21][N:20]([C:22]([O:24][C:25]([CH3:28])([CH3:27])[CH3:26])=[O:23])[CH2:19][CH2:18][N:16]3[C:17]3[N:7]=[CH:8][CH:9]=[CH:10][C:11]2=3)=[O:5])[CH2:3][CH2:2]1. Procedure: A solution of cyclopropylcarbonyl chloride (0.072 mL, 0.79 mmol) CH2Cl2 (1 mL) was added to an ice-cooled solution of the product of Example 72A (218 mg, 0.716 mmol) in CH2Cl2 (5 mL). The reaction was stirred with ice cooling under nitrogen for 45 minutes and then it was allowed to warm to room temperature for 4 hours. The reaction was quenched by addition of methanol (2 mL) and the solution was stirred for 10 minutes. The reaction mixture was then concentrated under vacuum. The residue was puri... Reactants: NC1=C2C(=NC=N1)N(N=C2C2=CC(=C(C=C2)NC(=O)C=2N(C1=CC=CC=C1C2)C)OC)C2=CC=[N+](C=C2)[O-] (4-[4-amino-3-(3-methoxy-4-{[(1-methyl-1H-2-indolyl)carbonyl]amino}phenyl)-1H-pyrazolo[3,4-d]pyrimidin-1-yl]-1-pyridiniumolate), O.[PH2](=O)[O-].[Na+] (sodium hypophosphite monohydrate), [PH2](=O)[O-].[Na+] (sodium hypophosphite). Reagents/catalysts: [Pd] (palladium on carbon), [Pd] (palladium on carbon). Solvent: C(C)(=O)O (acetic acid). Run at time 24 hour. The product is NC1=C2C(=NC=N1)N(N=C2C2=CC(=C(C=C2)NC(=O)C=2N(C1=CC=CC=C1C2)C)OC)C2=CC=NC=C2 (N2-{4-[4-amino-1-(4-pyridyl)-1H-pyrazolo[3,4-d]pyrimidin-3-yl]-2-methoxyphenyl}-1-methyl-1H-2-indolecarboxamide). Yield: 10.3%. Reaction SMILES: [NH2:1][C:2]1[N:7]=[CH:6][N:5]=[C:4]2[N:8]([C:32]3[CH:37]=[CH:36][N+:35]([O-])=[CH:34][CH:33]=3)[N:9]=[C:10]([C:11]3[CH:16]=[CH:15][C:14]([NH:17][C:18]([C:20]4[N:21]([CH3:29])[C:22]5[C:27]([CH:28]=4)=[CH:26][CH:25]=[CH:24][CH:23]=5)=[O:19])=[C:13]([O:30][CH3:31])[CH:12]=3)[C:3]=12.O.[PH2]([O-])=O.[Na+].[PH2]([O-])=O.[Na+]>[Pd].C(O)(=O)C>[NH2:1][C:2]1[N:7]=[CH:6][N:5]=[C:4]2[N:8]([C:32]3[CH:33]=[CH:34][N:35]=[CH:36][CH:37]=3)[N:9]=[C:10]([C:11]3[CH:16]=[CH:15][C:14]([NH:17][C:18]([C:20]4[N:21]([CH3:29])[C:22]5[C:27]([CH:28]=4)=[CH:26][CH:25]=[CH:24][CH:23]=5)=[O:19])=[C:13]([O:30][CH3:31])[CH:12]=3)[C:3]=12 |f:1.2.3,4.5|. Procedure details: A suspension of 4-[4-amino-3-(3-methoxy-4-{[(1-methyl-1H-2-indolyl)carbonyl]amino}phenyl)-1H-pyrazolo[3,4-d]pyrimidin-1-yl]-1-pyridiniumolate (0.200 g, 0.00039 mol) and 10% palladium on carbon (0.042 g, 0.00004 mol) in acetic acid (3 mL) was reacted with sodium hypophosphite monohydrate (0.063 g, 0.00059 mol) at 60° C. for 2 hours. Additional 10% palladium on carbon (0.042 g, 0.00004 mol) and sodium hypophosphite (0.045 g, 0.00042 mol ) was added and the mixture was stirred for 24 hours. The sol... Starting materials: C(C)(=S)[O-].[K+] (potassium thioacetate), Br[C@@H](C(=O)O)CC1CCCCC1 ((R)-2-bromo-3-cyclohexylpropanoic acid), CCOCC (ether), C1(CCCCC1)NC1CCCCC1 (dicyclohexylamine). Run in C(C)#N (acetonitrile), C(C)#N (acetonitrile). Reaction conditions: time 16 hour. Product: C(C)(=O)S[C@H](C(=O)O)CC1CCCCC1 ((S)-2-(Acetylthio)-3-cyclohexylpropanoic acid). As a reaction SMILES: [C:1]([O-:4])(=[S:3])[CH3:2].[K+].Br[C@H:7]([CH2:11][CH:12]1[CH2:17][CH2:16][CH2:15][CH2:14][CH2:13]1)[C:8]([OH:10])=[O:9].C1(NC2CCCCC2)CCCCC1.CCOCC>C(#N)C>[C:1]([S:3][C@@H:7]([CH2:11][CH:12]1[CH2:17][CH2:16][CH2:15][CH2:14][CH2:13]1)[C:8]([OH:10])=[O:9])(=[O:4])[CH3:2] |f:0.1|. Reported procedure: To a stirred slurry of potassium thioacetate (1.07 g., 9.36 mmol.) in dry acetonitrile (15 ml.) at 0° C. under argon was added a solution of (R)-2-bromo-3-cyclohexylpropanoic acid (2.20 g., 9.36 mmol.) in acetonitrile (3 ml.) over 10 minutes. The reaction was warmed to room temperature and stirred 16 hours. The resulting slurry was filtered and evaporated. The residue was redissolved in ethyl acetate, washed once with 5% potassium bisulfate solution, dried (sodium sulfate) and evaporated. The oi... The product is CNC(=O)c1ccc(N2CCN(C)CC2)cc1-c1ccccc1C. As a reaction SMILES: [Br:40][c:41]1[cH:42][cH:43][cH:44][cH:45][c:46]1[CH3:47].[C:35]([Li:36])([CH3:37])([CH3:38])[CH3:39].[CH2:48]1[O:49][CH2:50][CH2:51][CH2:52]1.[CH3:19][N:20]([CH3:21])[CH2:22][CH2:23][N:24]([CH3:25])[CH3:26].[CH3:53][CH2:54][CH2:55][CH2:56][CH3:57].[CH3:58][CH2:59][O:60][CH2:61][CH3:62].[Cl:1][c:2]1[c:3]([C:4](=[O:5])[NH:6][CH3:7])[cH:8][cH:9][c:10]([N:12]2[CH2:13][CH2:14][N:15]([CH3:18])[CH2:16][CH2:17]2)[cH:11]1.[c:27]1([CH3:34])[c:28]([Li:33])[cH:29][cH:30][cH:31][cH:32]1>>[c:2]1(-[c:28]2[c:27]([CH3:34])[cH:32][cH:31][cH:30][cH:29]2)[c:3]([C:4](=[O:5])[NH:6][CH3:7])[cH:8][cH:9][c:10]([N:12]2[CH2:13][CH2:14][N:15]([CH3:18])[CH2:16][CH2:17]2)[cH:11]1. The reactants are Cc1ccccc1Br, [Li]C(C)(C)C, C1CCOC1, CN(C)CCN(C)C, CCCCC, CCOCC, CNC(=O)c1ccc(N2CCN(C)CC2)cc1Cl, [Li]c1ccccc1C. RXN SMILES: [CH3:1][C:2]([S:3](=[O:4])[NH:7][CH2:8][c:9]1[c:10]([S:15](=[O:16])(=[O:17])[c:18]2[cH:19][cH:20][c:21]([CH:24]=[CH:25][c:26]3[cH:27][cH:28][c:29]([F:32])[cH:30][cH:31]3)[cH:22][cH:23]2)[cH:11][cH:12][cH:13][cH:14]1)([CH3:5])[CH3:6].[CH3:34][OH:35].[ClH:33].[O:36]1[CH2:37][CH2:38][O:39][CH2:40][CH2:41]1>>[ClH:33].[NH2:7][CH2:8][c:9]1[c:10]([S:15](=[O:16])(=[O:17])[c:18]2[cH:19][cH:20][c:21]([CH:24]=[CH:25][c:26]3[cH:27][cH:28][c:29]([F:32])[cH:30][cH:31]3)[cH:22][cH:23]2)[cH:11][cH:12][cH:13][cH:14]1. Starting materials: CC(C)(C)S(=O)NCc1ccccc1S(=O)(=O)c1ccc(C=Cc2ccc(F)cc2)cc1, CO, Cl, C1COCCO1. Product: Cl, NCc1ccccc1S(=O)(=O)c1ccc(C=Cc2ccc(F)cc2)cc1.